Dataset: the Open Reaction Database (ORD), a public repository of structured organic reaction records. Task: describe an organic reaction: reactants, conditions, products, and yield Reactants: CN(C)CCC(C1=CC=CC=C1)O (N,N-dimethyl-3-hydroxy-3-phenylpropylamine), IC1=C(C=CC=C1)C (2-iodotoluene), cuprous iodide, C([O-])([O-])=O.[Cs+].[Cs+] (cesium carbonate). Run in C(C)(C)(C)OC (methyl t-butyl ether). Conditions: temperature 130 celsius. Product: CN(C)CCC(C1=CC=CC=C1)OC1=C(C=CC=C1)C (N,N-dimethyl-3-(2-methylphenoxy)-3-phenylpropylamine). Yield: 89.1%. RXN SMILES: [CH3:1][N:2]([CH2:4][CH2:5][CH:6]([OH:13])[C:7]1[CH:12]=[CH:11][CH:10]=[CH:9][CH:8]=1)[CH3:3].I[C:15]1[CH:20]=[CH:19][CH:18]=[CH:17][C:16]=1[CH3:21].C(=O)([O-])[O-].[Cs+].[Cs+]>C(OC)(C)(C)C>[CH3:1][N:2]([CH2:4][CH2:5][CH:6]([O:13][C:15]1[CH:20]=[CH:19][CH:18]=[CH:17][C:16]=1[CH3:21])[C:7]1[CH:12]=[CH:11][CH:10]=[CH:9][CH:8]=1)[CH3:3] |f:2.3.4|. Procedure details: A mixture of N,N-dimethyl-3-hydroxy-3-phenylpropylamine (0.9 g, 5 mmol), 2-iodotoluene (1.31 g, 6 mmol), cuprous iodide (0.2 g) and cesium carbonate (1.8 g, 5.5 mmol) was stirred under nitrogen at 130° C. until the reaction was complete as determined by 1H NMR. The reaction mixture was cooled to room temperature, diluted with methyl t-butyl ether (10 mL), filtered, and rinsed with more methyl t-butyl ether. The filtrate was extracted with diluted hydrochloric acid solution and the aqueous layer ...